Dataset: the Open Reaction Database (ORD), a public repository of structured organic reaction records. Task: describe an organic reaction: reactants, conditions, products, and yield Starting materials: BrC=1C=C2C=C(C(=C(C2=CC1)OS(=O)(=O)C(F)(F)F)[C@@H](C(=O)OCC)OC(C)(C)C)C ((S)-ethyl 2-(6-bromo-3-methyl-1-(trifluoromethylsulfonyloxy)naphthalen-2-yl)-2-tert-butoxyacetate), FC1=C(C=CC(=C1)F)CC(C)=O (1-(2,4-difluorophenyl)propan-2-one). Yields the product C(C)(C)(C)O[C@H](C(=O)OCC)C1=C(C2=CC(=CC(=C2C=C1C)F)F)OS(=O)(=O)C(F)(F)F ((S)-ethyl 2-tert-butoxy-2-(5,7-difluoro-3-methyl-1-(trifluoromethylsulfonyloxy)naphthalen-2-yl)acetate). As a reaction SMILES: BrC1C=C2C(=CC=1)[C:8]([O:12][S:13]([C:16]([F:19])([F:18])[F:17])(=[O:15])=[O:14])=[C:7]([C@H:20]([O:26][C:27]([CH3:30])([CH3:29])[CH3:28])[C:21]([O:23][CH2:24][CH3:25])=[O:22])C(C)=C2.[F:32][C:33]1[CH:38]=[C:37]([F:39])[CH:36]=[CH:35][C:34]=1[CH2:40][C:41](=O)[CH3:42]>>[C:27]([O:26][C@@H:20]([C:7]1[C:41]([CH3:42])=[CH:40][C:34]2[C:35](=[CH:36][C:37]([F:39])=[CH:38][C:33]=2[F:32])[C:8]=1[O:12][S:13]([C:16]([F:19])([F:17])[F:18])(=[O:14])=[O:15])[C:21]([O:23][CH2:24][CH3:25])=[O:22])([CH3:28])([CH3:29])[CH3:30]. Procedure: (S)-ethyl 2-tert-butoxy-2-(5,7-difluoro-3-methyl-1-(trifluoromethylsulfonyloxy)naphthalen-2-yl)acetate was prepared in a similar was as (S)-ethyl 2-(6-bromo-3-methyl-1-(trifluoromethylsulfonyloxy)naphthalen-2-yl)-2-tert-butoxyacetate in Example 20, except using 1-(2,4-difluorophenyl)propan-2-one instead of 1-(3-bromophenyl)propan-2-one. 1H-NMR: 400 MHz, (CDCl3) δ: 7.82 (s, 1H), 7.39 (d, J=5.47 Hz, 1H), 6.99 (m, 1H), 5.63 (s, 1H), 4.18 (m, 2H), 2.49 (s, 3H), 1.11 (s+t, 12H). 19F-NMR: 377 MHz, (CD... Reactants: COC=1C(=C(CC2=CC(=C(C(=O)OC)C=C2)C2=CC=CC=C2)C(=C(C1OC)OC)OC)C (Methyl 4-(3,4,5,6-tetramethoxy-2-methylbenzyl)-2-phenylbenzoate). The solvent is aqueous solution, [OH-].[Na+] (sodium hydroxide), O1CCOCC1 (1,4-dioxane), O (water). Conditions: time 16 hour. Yields the product COC=1C(=C(CC2=CC(=C(C(=O)O)C=C2)C2=CC=CC=C2)C(=C(C1OC)OC)OC)C (4-(3,4,5,6-Tetramethoxy-2-methylbenzyl)-2-phenylbenzoic acid). The yield is 93.5%. As a reaction SMILES: [CH3:1][O:2][C:3]1[C:4]([CH3:32])=[C:5]([C:23]([O:30][CH3:31])=[C:24]([O:28][CH3:29])[C:25]=1[O:26][CH3:27])[CH2:6][C:7]1[CH:16]=[CH:15][C:10]([C:11]([O:13]C)=[O:12])=[C:9]([C:17]2[CH:22]=[CH:21][CH:20]=[CH:19][CH:18]=2)[CH:8]=1>[OH-].[Na+].O1CCOCC1.O>[CH3:1][O:2][C:3]1[C:4]([CH3:32])=[C:5]([C:23]([O:30][CH3:31])=[C:24]([O:28][CH3:29])[C:25]=1[O:26][CH3:27])[CH2:6][C:7]1[CH:16]=[CH:15][C:10]([C:11]([OH:13])=[O:12])=[C:9]([C:17]2[CH:22]=[CH:21][CH:20]=[CH:19][CH:18]=2)[CH:8]=1 |f:1.2|. Reported procedure: Methyl 4-(3,4,5,6-tetramethoxy-2-methylbenzyl)-2-phenylbenzoate (84 mg, 0.1926 mmol) was dissolved in a mixed solution of a 1N aqueous solution of sodium hydroxide (5 ml) and 1,4-dioxane (5 ml) followed by stirring at room temperature for 16 hours. The reaction solution was diluted with water (20 ml), washed with ether, acidified with concentrated hydrochloric acid and extracted with ether. The extract was washed with water and dried and the solvent was evaporated therefrom to give the title com...